This data is from the Open Reaction Database (ORD), a public repository of structured organic reaction records. The task is: describe an organic reaction: reactants, conditions, products, and yield Starting materials: CN(CC1CC1)c1cc(NC(=O)OC(C)(C)C)c(N)cc1C(F)(F)F, CC(C)(C)OC(=O)CC(=O)c1cccc(-n2nncc2COC2CCCCO2)c1. Product: CN(CC1CC1)c1cc(NC(=O)OC(C)(C)C)c(NC(=O)CC(=O)c2cccc(-n3nncc3COC3CCCCO3)c2)cc1C(F)(F)F. RXN SMILES: [C:1]([CH3:2])([CH3:3])([CH3:4])[O:5][C:6]([NH:7][c:8]1[c:9]([NH2:24])[cH:10][c:11]([C:20]([F:21])([F:22])[F:23])[c:12]([N:14]([CH3:15])[CH2:16][CH:17]2[CH2:18][CH2:19]2)[cH:13]1)=[O:25].[C:26]([CH3:28])([CH3:29])([O:30][C:31](=[O:27])[CH2:32][C:33]([c:34]1[cH:35][c:36](-[n:40]2[n:41][n:42][cH:43][c:44]2[CH2:45][O:46][CH:47]2[O:48][CH2:49][CH2:50][CH2:51][CH2:52]2)[cH:37][cH:38][cH:39]1)=[O:53])[CH3:54]>>[C:1]([CH3:2])([CH3:3])([CH3:4])[O:5][C:6]([NH:7][c:8]1[c:9]([NH:24][C:31](=[O:30])[CH2:32][C:33]([c:34]2[cH:35][c:36](-[n:40]3[n:41][n:42][cH:43][c:44]3[CH2:45][O:46][CH:47]3[O:48][CH2:49][CH2:50][CH2:51][CH2:52]3)[cH:37][cH:38][cH:39]2)=[O:53])[cH:10][c:11]([C:20]([F:21])([F:22])[F:23])[c:12]([N:14]([CH3:15])[CH2:16][CH:17]2[CH2:18][CH2:19]2)[cH:13]1)=[O:25]. The reactants are solution, B(Br)(Br)Br (boron tribromide), C1(CCCCC1)C(=O)C1=CC=C(C=C1)OC (4-methoxyphenyl cyclohexyl ketone). Solvent: ClCCl (dichloromethane), ClCCl (dichloromethane). Conditions: time 18 hour. Yields the product C1(CCCCC1)C(=O)C1=CC=C(C=C1)O (4-Hydroxyphenyl cyclohexyl ketone). Reaction SMILES: [CH:1]1([C:7]([C:9]2[CH:14]=[CH:13][C:12]([O:15]C)=[CH:11][CH:10]=2)=[O:8])[CH2:6][CH2:5][CH2:4][CH2:3][CH2:2]1.B(Br)(Br)Br>ClCCl>[CH:1]1([C:7]([C:9]2[CH:14]=[CH:13][C:12]([OH:15])=[CH:11][CH:10]=2)=[O:8])[CH2:2][CH2:3][CH2:4][CH2:5][CH2:6]1. Procedure: A solution of 11 g (50.4 mmol) of 4-methoxyphenyl cyclohexyl ketone in 730 ml of dichloromethane p.a. is treated at -70° C. under argon with 101 ml of a 1M solution of boron tribromide (101 mmol) in dichloromethane and then left at room temperature for 18 h. It is concentrated in vacuo, the residue is taken up with 500 ml of ethanol and 80 ml of water and the mixture is heated under reflux for 3 h. After concentration in vacuo, the residue is taken up in dichloromethane, and the organic phase is... Reported procedure: The title compound was prepared according to the procedure described in Step F, G of Example A1, using N-(4,4-dimethylcyclohexyl)-2,2-dimethyl-3-oxo-N-[(3S)-pyrrolidine-3-yl]butaneamide (50 mg, 0.11 mmol) prepared in Step B and (3S,4R)-1-t-butyl-4-(4-chlorophenyl)pyrrolidine-3-carboxylic acid prepared in Preparation Example A9-2 (56 mg, 89%). Reaction SMILES: [CH3:1][C:2]1([CH3:22])[CH2:7][CH2:6][CH:5]([N:8]([C@H:17]2[CH2:21][CH2:20][NH:19][CH2:18]2)[C:9](=[O:16])[C:10]([CH3:15])([CH3:14])[C:11](=[O:13])[CH3:12])[CH2:4][CH2:3]1.[C:23]([N:27]1[CH2:31][C@@H:30]([C:32]2[CH:37]=[CH:36][C:35]([Cl:38])=[CH:34][CH:33]=2)[C@H:29]([C:39](O)=[O:40])[CH2:28]1)([CH3:26])([CH3:25])[CH3:24]>>[ClH:38].[C:23]([N:27]1[CH2:31][C@@H:30]([C:32]2[CH:33]=[CH:34][C:35]([Cl:38])=[CH:36][CH:37]=2)[C@H:29]([C:39]([N:19]2[CH2:20][CH2:21][C@H:17]([N:8]([CH:5]3[CH2:6][CH2:7][C:2]([CH3:22])([CH3:1])[CH2:3][CH2:4]3)[C:9](=[O:16])[C:10]([CH3:14])([CH3:15])[C:11](=[O:13])[CH3:12])[CH2:18]2)=[O:40])[CH2:28]1)([CH3:26])([CH3:25])[CH3:24] |f:2.3|. Reactants: CC1(CCC(CC1)N(C(C(C(C)=O)(C)C)=O)[C@@H]1CNCC1)C (N-(4,4-dimethylcyclohexyl)-2,2-dimethyl-3-oxo-N-[(3S)-pyrrolidine-3-yl]butaneamide), C(C)(C)(C)N1C[C@H]([C@@H](C1)C1=CC=C(C=C1)Cl)C(=O)O ((3S,4R)-1-t-butyl-4-(4-chlorophenyl)pyrrolidine-3-carboxylic acid). Product: Cl.C(C)(C)(C)N1C[C@H]([C@@H](C1)C1=CC=C(C=C1)Cl)C(=O)N1C[C@H](CC1)N(C(C(C(C)=O)(C)C)=O)C1CCC(CC1)(C)C (N-[(3S)-1-{[(3S,4R)-1-tert-butyl-4-(4-chlorophenyl)pyrrolidine-3-yl]carbonyl}pyrrolidine-3-yl]-N-(4,4-dimethylcyclohexyl)-2,2-dimethyl-3-oxobutaneamide HCl salt). RXN SMILES: [Cl:1][c:2]1[cH:3][c:4](-[c:9]2[s:10][cH:11][c:12]([CH2:14][C:15](=[O:16])[NH2:17])[n:13]2)[cH:5][cH:6][c:7]1[Cl:8].[c:18]1([CH3:19])[cH:20][cH:21][c:22]([S:23]([Cl:24])(=[O:25])=[O:26])[cH:27][cH:28]1.[cH:29]1[cH:30][cH:31][n:32][cH:33][cH:34]1>>[Cl:1][c:2]1[cH:3][c:4](-[c:9]2[s:10][cH:11][c:12]([CH2:14][C:15]#[N:17])[n:13]2)[cH:5][cH:6][c:7]1[Cl:8]. Reactants: NC(=O)Cc1csc(-c2ccc(Cl)c(Cl)c2)n1, Cc1ccc(S(=O)(=O)Cl)cc1, c1ccncc1. Yields the product N#CCc1csc(-c2ccc(Cl)c(Cl)c2)n1.